Dataset: the Open Reaction Database (ORD), a public repository of structured organic reaction records. Task: describe an organic reaction: reactants, conditions, products, and yield Starting materials: COC1=CC=C(CN2N=CC3=C2N=CC=2CCNC4=C(C23)C=CC=C4)C=C1 (3-(4-methoxybenzyl)-3,6,7,8-tetrahydropyrazolo[4′,3′:5,6]pyrido[3,4-d][1]benzazepine), C1(=CC=CC=C1)N=C=O (phenyl isocyanate). Yields the product C1(=CC=CC=C1)NC(=O)N1CCC2=C(C3=C1C=CC=C3)C3=C(N=C2)NN=C3 (N-phenyl-6,7-dihydropyrazolo[4′,3′:5,6]pyrido[3,4-d][1]benzazepine-8(3H)-carboxamide). Isolated yield 31.0%. As a reaction SMILES: COC1C=CC(C[N:8]2[C:12]3[N:13]=[CH:14][C:15]4[CH2:16][CH2:17][NH:18][C:19]5[CH:25]=[CH:24][CH:23]=[CH:22][C:20]=5[C:21]=4[C:11]=3[CH:10]=[N:9]2)=CC=1.[C:28]1([N:34]=[C:35]=[O:36])[CH:33]=[CH:32][CH:31]=[CH:30][CH:29]=1>>[C:28]1([NH:34][C:35]([N:18]2[C:19]3[CH:25]=[CH:24][CH:23]=[CH:22][C:20]=3[C:21]3[C:11]4[CH:10]=[N:9][NH:8][C:12]=4[N:13]=[CH:14][C:15]=3[CH2:16][CH2:17]2)=[O:36])[CH:33]=[CH:32][CH:31]=[CH:30][CH:29]=1. Reported procedure: The compound N-phenyl-6,7-dihydropyrazolo[4′,3′:5,6]pyrido[3,4-d][1]benzazepine-8(3H)-carboxamide was prepared using 3-(4-methoxybenzyl)-3,6,7,8-tetrahydropyrazolo[4′,3′:5,6]pyrido[3,4-d][1]benzazepine and phenyl isocyanate as described in the two step general procedure L to give the desired compound as an off-white solid (0.048 g, 31%). M.p.>140° C.; 1H NMR (CDCl3, 400 MHz) δ 11.35 (brs, 1H), 8.08 (s, 1H), 8.00 (s, 1H), 7.99 (m, 1H), 7.68-7.60 (m, 2H), 7.46 (dd, J1=1.6 Hz, J2=7.2 Hz, 1H), 7.15-... Starting materials: BrC1=C2C=CN(CC2=C(C=C1)OC)NC1CC=NC=C1 (5-bromo-3,4-dihydro-8-methoxy-1H-isoquinolin-2-yl-4-pyridinylamine). The reagents and catalysts are [Pd] (palladium-on-carbon). Run in C(C)O (ethanol). Yields the product COC=1C=CC=C2CCN(CC12)NC1=CC=NC=C1 ((3.4-Dihydro-8-methoxy-1H-isoquinolin-2-yl)-4-pyridinylamine). Yield: 40.9%. RXN SMILES: Br[C:2]1[CH:11]=[CH:10][C:9]([O:12][CH3:13])=[C:8]2[C:3]=1[CH:4]=[CH:5][N:6]([NH:14][CH:15]1[CH:20]=[CH:19][N:18]=[CH:17][CH2:16]1)[CH2:7]2>[Pd].C(O)C>[CH3:13][O:12][C:9]1[CH:10]=[CH:11][CH:2]=[C:3]2[C:8]=1[CH2:7][N:6]([NH:14][C:15]1[CH:16]=[CH:17][N:18]=[CH:19][CH:20]=1)[CH2:5][CH2:4]2. Procedure details: A mixture of 5-bromo-3,4-dihydro-8-methoxy-1H-isoquinolin-2-yl-4-pyridinylamine (0.8 g), ethanol (75 ml) and 5% palladium-on-carbon (0.1 g) was hydrogenated at 55 psi overnight in a Parr shaker at ambient temperature. The reaction mixture was filtered through a pad of celite, the pad was washed with methanol, and the filtrate was concentrated. Aqueous sodium hydrogen carbonate was added to the residue, and the mixture was extracted with ethyl acetate. The extracts were dried over anhydrous magne... The reactants are CCN=C=NCCCN(C)C, CCOC(C)=O, CCN(C(C)C)C(C)C, Cl, O=C(O)c1ccc(-c2ccccc2F)cc1, NCC(=O)N1CCN(C(=O)c2ccccc2C(F)(F)F)CC1, CN(C)C=O, O, On1nnc2ccccc21. Product: O=C(NCC(=O)N1CCN(C(=O)c2ccccc2C(F)(F)F)CC1)c1ccc(-c2ccccc2F)cc1. RXN SMILES: [CH3:36][CH2:37][N:38]=[C:39]=[N:40][CH2:41][CH2:42][CH2:43][N:44]([CH3:45])[CH3:46].[CH3:75][CH2:76][O:77][C:78](=[O:79])[CH3:80].[CH:1]([N:2]([CH2:3][CH3:4])[CH:5]([CH3:6])[CH3:7])([CH3:8])[CH3:9].[ClH:47].[F:10][c:11]1[c:12](-[c:17]2[cH:18][cH:19][c:20]([C:23](=[O:24])[OH:25])[cH:21][cH:22]2)[cH:13][cH:14][cH:15][cH:16]1.[NH2:48][CH2:49][C:50](=[O:51])[N:52]1[CH2:53][CH2:54][N:55]([C:58]([c:59]2[c:60]([C:65]([F:66])([F:67])[F:68])[cH:61][cH:62][cH:63][cH:64]2)=[O:69])[CH2:56][CH2:57]1.[O:70]=[CH:71][N:72]([CH3:73])[CH3:74].[OH2:81].[OH:26][n:27]1[c:28]2[c:29]([cH:30][cH:31][cH:32][cH:33]2)[n:34][n:35]1>>[F:10][c:11]1[c:12](-[c:17]2[cH:18][cH:19][c:20]([C:23](=[O:25])[NH:48][CH2:49][C:50](=[O:51])[N:52]3[CH2:53][CH2:54][N:55]([C:58]([c:59]4[c:60]([C:65]([F:66])([F:67])[F:68])[cH:61][cH:62][cH:63][cH:64]4)=[O:69])[CH2:56][CH2:57]3)[cH:21][cH:22]2)[cH:13][cH:14][cH:15][cH:16]1. Reactants: C(C)(C)(C)OC(=O)N1CCC(=CC1)B1OC(C(O1)(C)C)(C)C (1-tert-Butoxycarbonyl-4-(4,4,5,5-tetramethyl-[1,3,2]-dioxaborolanyl)-1,2,3,6-tetrahydropyridine), BrC1=CN=C(S1)C=1C=CC2=C(CC3CCC(C2)C32NS(N(C2)CC(F)(F)F)(=O)=O)C1 (2′,3′,4′,5,5′,6,7,8,9,10-Decahydro-2-(5-bromothiazol-2-yl)-5′-(2,2,2-trifluoroethyl)-spiro[6,9-methanobenzocyclooctene-11,3′-[1,2,5]thiadiazole]1′,1′-dioxide), unsubstituted thiazole. Yields the product C(C)(C)(C)OC(=O)N1CCC(=CC1)C1=CN=C(S1)C=1C=CC2=C(CC3CCC(C2)C32NS(N(C2)CC(F)(F)F)(=O)=O)C1 (2′,3′,4′,5,5′,6,7,8,9,10-Decahydro-2-(5-(1-tert-butoxycarbonyl-1,2,3,6-tetrahydropyridin-4-yl)-thiazol-2-yl)-5′-(2,2,2-trifluoroethyl)-spiro[6,9-methanobenzocyclooctene-11,3′-[1,2,5]thiadiazole]1′,1′-dioxide). Reaction SMILES: [C:1]([O:5][C:6]([N:8]1[CH2:13][CH:12]=[C:11](B2OC(C)(C)C(C)(C)O2)[CH2:10][CH2:9]1)=[O:7])([CH3:4])([CH3:3])[CH3:2].Br[C:24]1[S:28][C:27]([C:29]2[CH:30]=[CH:31][C:32]3[CH2:39][CH:38]4[C:40]5([CH2:44][N:43]([CH2:45][C:46]([F:49])([F:48])[F:47])[S:42](=[O:51])(=[O:50])[NH:41]5)[CH:35]([CH2:36][CH2:37]4)[CH2:34][C:33]=3[CH:52]=2)=[N:26][CH:25]=1>>[C:1]([O:5][C:6]([N:8]1[CH2:13][CH:12]=[C:11]([C:24]2[S:28][C:27]([C:29]3[CH:30]=[CH:31][C:32]4[CH2:39][CH:38]5[C:40]6([CH2:44][N:43]([CH2:45][C:46]([F:47])([F:48])[F:49])[S:42](=[O:51])(=[O:50])[NH:41]6)[CH:35]([CH2:36][CH2:37]5)[CH2:34][C:33]=4[CH:52]=3)=[N:26][CH:25]=2)[CH2:10][CH2:9]1)=[O:7])([CH3:2])([CH3:3])[CH3:4]. Procedure: Prepared from the boronate from Step 2 and the bromide from Example 36, Step 2 by the method described for Example 36, Step 3. Contains ˜10% unsubstituted thiazole. Starting materials: NC1=C(C(=NO1)C)Br (5-amino-4-bromo-3-methylisoxazole), ClC=1C=CC(=C(C1)S(=O)(=O)Cl)OC (5-chloro-2-methoxybenzenesulfonyl chloride). Product: ClC=1C=CC(=C(C1)S(=O)(=O)NC1=C(C(=NO1)C)Br)OC (5-Chloro-2-methoxy-N-(4-bromo-3-methyl-5-isoxazolyl)benzenesulfonamide). The yield is 61.0%. As a reaction SMILES: [NH2:1][C:2]1[O:6][N:5]=[C:4]([CH3:7])[C:3]=1[Br:8].[Cl:9][C:10]1[CH:11]=[CH:12][C:13]([O:20][CH3:21])=[C:14]([S:16](Cl)(=[O:18])=[O:17])[CH:15]=1>>[Cl:9][C:10]1[CH:11]=[CH:12][C:13]([O:20][CH3:21])=[C:14]([S:16]([NH:1][C:2]2[O:6][N:5]=[C:4]([CH3:7])[C:3]=2[Br:8])(=[O:17])=[O:18])[CH:15]=1. Procedure: 5-Chloro-2-methoxy-N-(4-bromo-3-methyl-5-isoxazolyl)benzenesulfonamide was prepared from 5-amino-4-bromo-3-methylisoxazole and 5-chloro-2-methoxybenzenesulfonyl chloride according to the procedures described in Example 5. The crude product was purified by recrystallization from ethyl acetate/hexanes to give a crystalline solid, m.p. 180°-184° C., yield 61%.